From a dataset of the Open Reaction Database (ORD), a public repository of structured organic reaction records. describe an organic reaction: reactants, conditions, products, and yield The reactants are C([O-])([O-])=O.[Na+].[Na+] (sodium carbonate), N1=C(C=CC=C1)C1=NC(=NC=N1)S (4-Pyridin-2-yl-[1,3,5]triazine-2-thiol), IC (iodomethane). The solvent is CC(=O)C (acetone). Conditions: time 8 hour. The product is CSC1=NC=NC(=N1)C1=NC=CC=C1 (2-Methylsulfanyl-4-pyridin-2-yl-[1,3,5]triazine). Reaction SMILES: [N:1]1[CH:6]=[CH:5][CH:4]=[CH:3][C:2]=1[C:7]1[N:12]=[CH:11][N:10]=[C:9]([SH:13])[N:8]=1.[C:14](=O)([O-])[O-].[Na+].[Na+].IC>CC(C)=O>[CH3:14][S:13][C:9]1[N:8]=[C:7]([C:2]2[CH:3]=[CH:4][CH:5]=[CH:6][N:1]=2)[N:12]=[CH:11][N:10]=1 |f:1.2.3|. Procedure: To a stirred suspension of the product of step 1 (0.707 g, 3.72 mmol) in acetone (36 mL) was added sodium carbonate (0.79 g, 7.5 mmol) followed by iodomethane (0.35 mL, 5.6 mmol). After overnight stirring, the reaction was filtered free of undissolved solid and concentrated to afford product as light brown solid: 1H NMR (DMSO-d6) δ 9.13 (s, 1H), 8.84-8.76 (m, 1H), 8.55-8.43 (m, 1H), 8.11-8.00 (m, 1H, 7.69-7.60 (m, 1H), 2.63 (s, 3H) ppm. Reactants: ClC1=CC(=NC2=CC=C(C=C12)F)C(F)(F)F (4-Chloro-6-fluoro-2-trifluoromethylquinoline). Reagents/catalysts: [Pt] (platinum on carbon). Product: FC=1C=C2CCC(NC2=CC1)C(F)(F)F (6-fluoro-2-trifluoromethyltetrahydroquinoline). As a reaction SMILES: Cl[C:2]1[C:11]2[C:6](=[CH:7][CH:8]=[C:9]([F:12])[CH:10]=2)[N:5]=[C:4]([C:13]([F:16])([F:15])[F:14])[CH:3]=1>[Pt]>[F:12][C:9]1[CH:10]=[C:11]2[C:6](=[CH:7][CH:8]=1)[NH:5][CH:4]([C:13]([F:15])([F:14])[F:16])[CH2:3][CH2:2]2. Procedure: 4-Chloro-6-fluoro-2-trifluoromethylquinoline was reduced with platinum on carbon to give 6-fluoro-2-trifluoromethyltetrahydroquinoline.